Task: describe an organic reaction: reactants, conditions, products, and yield. Dataset: the Open Reaction Database (ORD), a public repository of structured organic reaction records Reactants: C1(CC1)N1C=C(C(C2=CC(=C(C(=C12)F)F)F)=O)C(=O)OCC (ethyl 1-cyclopropyl-6,7,8-trifluoro-1,4-dihydro-4-oxo-3-quinoline-carboxylate), [N+](#[C-])CC(=O)OCC (ethyl isocyanoacetate), CC(C)([O-])C.[K+] (potassium tert-butoxide), Cl (HCl), CC(C)([O-])C.[K+] (potassium tert-butoxide). Solvent: O1CCOCC1 (dioxane), O (water). Run at time 2 hour. The product is C1(CC1)N1C=C(C(C2=CC(=C(C(=C12)F)C([N+]#[C-])C(=O)OCC)F)=O)C(=O)OCC (Ethyl 1-cyclopropyl-7-(ethoxycarbonyl-isocyanomethyl)-6,8-difluoro-1,4-dihydro-4-oxo-3-quinoline-carboxylate). Isolated yield 28.5%. RXN SMILES: [CH:1]1([N:4]2[C:13]3[C:8](=[CH:9][C:10]([F:16])=[C:11](F)[C:12]=3[F:14])[C:7](=[O:17])[C:6]([C:18]([O:20][CH2:21][CH3:22])=[O:19])=[CH:5]2)[CH2:3][CH2:2]1.[N+:23]([CH2:25][C:26]([O:28][CH2:29][CH3:30])=[O:27])#[C-:24].CC(C)([O-])C.[K+].Cl>O.O1CCOCC1>[CH:1]1([N:4]2[C:13]3[C:8](=[CH:9][C:10]([F:16])=[C:11]([CH:25]([C:26]([O:28][CH2:29][CH3:30])=[O:27])[N+:23]#[C-:24])[C:12]=3[F:14])[C:7](=[O:17])[C:6]([C:18]([O:20][CH2:21][CH3:22])=[O:19])=[CH:5]2)[CH2:2][CH2:3]1 |f:2.3|. Procedure details: 2.7 g of ethyl 1-cyclopropyl-6,7,8-trifluoro-1,4-dihydro-4-oxo-3-quinoline-carboxylate and 1.92 g of ethyl isocyanoacetate are initially introduced into 30 ml of dioxane. 1.91 g of potassium tert-butoxide are added and the mixture is heated to reflux for 3 hours. 0.39 g of potassium tert-butoxide is then added once more and the mixture is once more boiled for 2 hours. It is then diluted using water, acidified using HCl and the solid is isolated. After separation on silica gel (eluant CH2Cl2 /MeO... Starting materials: C(C)C1=NN=C(C1)CC (3,5-diethyl-4H-pyrazole), C(C)C1=NNC(=C1)CC (3,5-diethyl-1H-pyrazole), C([O-])([O-])=O.[K+].[K+] (potassium carbonate), BrCC(=O)OCC (ethyl bromoacetate). Run in CN(C=O)C (N,N-dimethylformamide). Run at time 8 hour. Yields the product C(C)C1=NN(C(=C1)CC)CC(=O)OCC (ethyl 3,5-diethyl-1H-pyrazole-1-acetate). Isolated yield 77.1%. Reaction SMILES: [CH2:1]([C:3]1[CH2:7][C:6]([CH2:8][CH3:9])=[N:5][N:4]=1)[CH3:2].C(C1C=C(CC)NN=1)C.C(=O)([O-])[O-].[K+].[K+].Br[CH2:26][C:27]([O:29][CH2:30][CH3:31])=[O:28]>CN(C)C=O>[CH2:1]([C:3]1[CH:7]=[C:6]([CH2:8][CH3:9])[N:5]([CH2:26][C:27]([O:29][CH2:30][CH3:31])=[O:28])[N:4]=1)[CH3:2] |f:2.3.4|. Reported procedure: To a solution of 3,5-diethyl-4H-pyrazole (2.14 g, 17.2 mmol) (i.e. the product of Example 15, Step A) in N,N-dimethylformamide (10 mL) was added potassium carbonate (4.7 g) and ethyl bromoacetate (2.9 mL, 26.1 mmol). The reaction mixture was stirred at room temperature overnight. The resulting solids were filtered off and the filtrate was diluted with ethyl acetate, washed with water and dried over MgSO4. The reaction mixture was concentrated under reduced pressure to give 2.79 g of the title co... The reactants are C1CCOC1, CO, [Cl-], CC(C)(C)OC(=O)Nc1ncnc2c1c(I)nn2-c1ccc([N+](=O)[O-])cn1, [NH4+], O. The product is CC(C)(C)OC(=O)Nc1ncnc2c1c(I)nn2-c1ccc(N)cn1. As a reaction SMILES: [CH2:32]1[O:33][CH2:34][CH2:35][CH2:36]1.[CH3:30][OH:31].[Cl-:28].[I:1][c:2]1[n:3][n:4](-[c:19]2[n:20][cH:21][c:22]([N+:25]([O-:26])=[O:27])[cH:23][cH:24]2)[c:5]2[n:6][cH:7][n:8][c:9]([NH:11][C:12]([O:13][C:14]([CH3:15])([CH3:16])[CH3:17])=[O:18])[c:10]12.[NH4+:29].[OH2:37]>>[I:1][c:2]1[n:3][n:4](-[c:19]2[n:20][cH:21][c:22]([NH2:25])[cH:23][cH:24]2)[c:5]2[n:6][cH:7][n:8][c:9]([NH:11][C:12]([O:13][C:14]([CH3:15])([CH3:16])[CH3:17])=[O:18])[c:10]12. The reactants are BrC1=CC=C(C=C1)C1=CC=C(C=C1)C(C(C)(N1CCOCC1)C)=O (1-(4'-Bromo-biphenyl-4-yl)-2-methyl-2-morpholin-4-yl-propan-1-one), C([O-])([O-])=O.[K+].[K+] (potassium carbonate), CC(C)(C1=CC=C(C=C1)OCC(COC(=O)C=C)O)C2=CC=C(C=C2)OCC(COC(=O)C=C)O (A-3002), C(CCS)S (1,3-propanedithiol). Run in CC(=O)N(C)C (dimethylacetamide), O (water). Product: SCCCSC1=CC=C(C=C1)C1=CC=C(C=C1)C(C(C)(N1CCOCC1)C)=O (1-[4'-(3-Mercapto-propylthio)-biphenyl-4-yl]-2-methyl-2-morpholin-4-yl-propan-1-one). Reaction SMILES: Br[C:2]1[CH:7]=[CH:6][C:5]([C:8]2[CH:13]=[CH:12][C:11]([C:14](=[O:24])[C:15]([CH3:23])([N:17]3[CH2:22][CH2:21][O:20][CH2:19][CH2:18]3)[CH3:16])=[CH:10][CH:9]=2)=[CH:4][CH:3]=1.CC(C1C=CC(OCC(O)COC(C=C)=O)=CC=1)(C1C=CC(OCC(O)COC(C=C)=O)=CC=1)C.[CH2:60]([SH:64])[CH2:61][CH2:62][SH:63].C(=O)([O-])[O-].[K+].[K+]>CC(N(C)C)=O.O>[SH:63][CH2:62][CH2:61][CH2:60][S:64][C:2]1[CH:7]=[CH:6][C:5]([C:8]2[CH:13]=[CH:12][C:11]([C:14](=[O:24])[C:15]([CH3:23])([N:17]3[CH2:22][CH2:21][O:20][CH2:19][CH2:18]3)[CH3:16])=[CH:10][CH:9]=2)=[CH:4][CH:3]=1 |f:3.4.5|. Procedure: 3.5 g (9.0 mmol) of 1-(4'-Bromo-biphenyl-4-yl)-2-methyl-2-morpholin-4-yl-propan-1-one (prepared by the method described in EP-A-3002) and 5.4 ml (54 mmol) of 1,3-propanedithiol are dissolved in 50 ml of dimethylacetamide, and the solution is stirred at around 140° C. together with 2.5 g of potassium carbonate for 2.5 h. Then the solution is cooled to room temperature and poured into water. The crude product is extracted with methylene chloride, washed with saturated sodium chloride solution, dri... The reactants are Cl (HCl), BrC(C1=C(C=C(C(=O)O)C=C1)F)Br (4-Dibromomethyl-3-fluorobenzoic Acid), O (H2O). The reagents and catalysts are [N+](=O)([O-])[O-].[Ag+] (AgNO3). Run in C(C)O (ethanol). Run at time 45 minute. Product: FC=1C=C(C(=O)O)C=CC1C=O (3-Fluoro-4-formyl Benzoic Acid). As a reaction SMILES: Br[CH:2](Br)[C:3]1[CH:11]=[CH:10][C:6]([C:7]([OH:9])=[O:8])=[CH:5][C:4]=1[F:12].Cl.[OH2:15]>C(O)C.[N+]([O-])([O-])=O.[Ag+]>[F:12][C:4]1[CH:5]=[C:6]([CH:10]=[CH:11][C:3]=1[CH:2]=[O:15])[C:7]([OH:9])=[O:8] |f:4.5|. Procedure: AgNO3 (0.39 mol) in hot H2O (90 mL) is added dropwise to a solution of crude 4-dibromomethyl-3-fluorobenzoic acid (2, 0.19 mol) in ethanol (EtOH) (480 mL) at 50° C. over 10 min and then the mixture is stirred at the same temperature for 45 min. After cooling to room temperature, the mixture is poured into 1 N HCl (200 mL) and filtered off. The residue is washed with EtOH and the filtrate is concentrated to ca. 300 mL. The mixture is extracted twice with ethylacetate (EtOAc) and the combined orga... Reactants: C(C)(=O)Cl (acetyl chloride), [Cl-].[Al+3].[Cl-].[Cl-] (aluminum chloride), COC1=CC=C2CCCC(C2=C1)(C)C (7-methoxy-1,1-dimethyl-1,2,3,4-tetrahydro-naphthalene). Solvent: ClCCl (dichloromethane), ClCCl (dichloromethane). Conditions: temperature 0 celsius, time 20 minute. Yields the product COC=1C(=CC=2CCCC(C2C1)(C)C)C(C)=O (1-(3-Methoxy-5,5-dimethyl-5,6,7,8-tetrahydro-naphthalen-2-yl)-ethanone). Reaction SMILES: [Cl-].[Al+3].[Cl-].[Cl-].[C:5](Cl)(=[O:7])[CH3:6].[CH3:9][O:10][C:11]1[CH:20]=[C:19]2[C:14]([CH2:15][CH2:16][CH2:17][C:18]2([CH3:22])[CH3:21])=[CH:13][CH:12]=1>ClCCl>[CH3:9][O:10][C:11]1[C:12]([C:5](=[O:7])[CH3:6])=[CH:13][C:14]2[CH2:15][CH2:16][CH2:17][C:18]([CH3:22])([CH3:21])[C:19]=2[CH:20]=1 |f:0.1.2.3|. Reported procedure: To a suspension of aluminum chloride (1-2 g, 90 mmol) in dichloromethane (300 mL) at 0° C. was added acetyl chloride (6.8 ml, 90 mmol). After stirring at 0° C. for 20 min the mixture turned into clear solution. The mixture was then cooled to −78° C. and 7-methoxy-1,1-dimethyl-1,2,3,4-tetrahydro-naphthalene (Compound A-85, 13.2 g, 69 mmol) in dichloromethane (20 mL) was added. After stirring at 78° C. for 2 h the mixture was poured onto ice and extracted with diethyl ether. The combined organic l...